From a dataset of the Open Reaction Database (ORD), a public repository of structured organic reaction records. describe an organic reaction: reactants, conditions, products, and yield The reactants are C(C)OC(=O)C1=CC(=CC=2C(CCC(C12)N(C)C1CC1)(C)C)C#CC1=CC=C(C=C1)CC(=O)OC (8-(cyclopropyl-methyl-amino)-3-(4-methoxycarbonylmethyl-phenylethynyl)-5,5-dimethyl-5,6,7,8-tetrahydro-naphthalene-1-carboxylic acid ethyl ester), C(C)OC(=O)C1=CC(=CC=2C(CCC(C12)N(C)C1CC1)(C)C)C#CC1=CC=C(C=C1)CC(=O)OC (8-(cyclopropyl-methyl-amino)-3-(4-methoxycarbonylmethyl-phenylethynyl)-5,5-dimethyl-5,6,7,8-tetrahydro-naphthalene-1-carboxylic acid ethyl ester), [OH-].[Li+] (lithium hydroxide). Run in C(C)O (ethanol), O1CCCC1 (tetrahydrofuran), O (water). Reaction conditions: time 2 hour. The product is C(C)OC(=O)C1=CC(=CC=2C(CCC(C12)N(C)C1CC1)(C)C)C#CC1=CC=C(C=C1)CC(=O)O (3-(4-Carboxymethyl-phenylethynyl)-8-(cyclopropyl-methyl-amino)-5,5-dimethyl-5,6,7,8-tetrahydro-naphthalene-1-carboxylic acid ethyl ester). The yield is 97.3%. As a reaction SMILES: [CH2:1]([O:3][C:4]([C:6]1[C:15]2[CH:14]([N:16]([CH:18]3[CH2:20][CH2:19]3)[CH3:17])[CH2:13][CH2:12][C:11]([CH3:22])([CH3:21])[C:10]=2[CH:9]=[C:8]([C:23]#[C:24][C:25]2[CH:30]=[CH:29][C:28]([CH2:31][C:32]([O:34]C)=[O:33])=[CH:27][CH:26]=2)[CH:7]=1)=[O:5])[CH3:2].[OH-].[Li+]>C(O)C.O1CCCC1.O>[CH2:1]([O:3][C:4]([C:6]1[C:15]2[CH:14]([N:16]([CH:18]3[CH2:19][CH2:20]3)[CH3:17])[CH2:13][CH2:12][C:11]([CH3:22])([CH3:21])[C:10]=2[CH:9]=[C:8]([C:23]#[C:24][C:25]2[CH:26]=[CH:27][C:28]([CH2:31][C:32]([OH:34])=[O:33])=[CH:29][CH:30]=2)[CH:7]=1)=[O:5])[CH3:2] |f:1.2|. Procedure details: A solution of 8-(cyclopropyl-methyl-amino)-3-(4-methoxycarbonylmethyl-phenylethynyl)-5,5-dimethyl-5,6,7,8-tetrahydro-naphthalene-1-carboxylic acid ethyl ester (Intermediate 78, 0.09 g, 0.19 mmol) in ethanol (2 mL), tetrahydrofuran (3 mL) and water (1.5 mL) was treated with lithium hydroxide (0.11 g, 2.62 mmol) and the resulting reaction mixture was stirred at ambient temperature for 2 h. The volatiles were evaporated in vacuo to a residue that was neutralized with saturated aqueous ammonium chlo...